Dataset: the Open Reaction Database (ORD), a public repository of structured organic reaction records. Task: describe an organic reaction: reactants, conditions, products, and yield Starting materials: CC(=O)O, O=N[O-], Nc1cccc2cnccc12, [Na+], N#CCC(=O)CN1C(=O)c2ccccc2C1=O, CN(C)C=O, O, O=S(=O)(O)O. Yields the product N#CC(=NNc1cccc2cnccc12)C(=O)CN1C(=O)c2ccccc2C1=O. Reaction SMILES: [CH3:38][C:39](=[O:40])[OH:41].[N:12]([O-:13])=[O:14].[NH2:1][c:2]1[c:3]2[cH:4][cH:5][n:6][cH:7][c:8]2[cH:9][cH:10][cH:11]1.[Na+:15].[O:16]=[C:17]1[N:18]([CH2:27][C:28]([CH2:29][C:30]#[N:31])=[O:32])[C:19](=[O:26])[c:20]2[cH:21][cH:22][cH:23][cH:24][c:25]21.[O:43]=[CH:44][N:45]([CH3:46])[CH3:47].[OH2:42].[S:33](=[O:34])(=[O:35])([OH:36])[OH:37]>>[NH:1]([c:2]1[c:3]2[cH:4][cH:5][n:6][cH:7][c:8]2[cH:9][cH:10][cH:11]1)[N:12]=[C:29]([C:28]([CH2:27][N:18]1[C:17](=[O:16])[c:25]2[c:20]([cH:21][cH:22][cH:23][cH:24]2)[C:19]1=[O:26])=[O:32])[C:30]#[N:31]. Starting materials: C(C)(=O)OCC1=C(C2=C(NC(NC2=O)=O)N=C1)CNC1=C(C=CC(=C1)OC)OC (6-Acetoxymethyl-5-(2,5-dimethoxyanilino)methylpyrido[2,3-d]-pyrimidine-2,4(1H,3H)-dione). Solvent: C1(=CC=CC=C1)OC1=CC=CC=C1 (diphenyl ether), C(C)O (ethanol), C(C)OCC (diethyl ether). Product: COC1=C(C=C(C=C1)OC)N1CC=2NC(NC(C2C1)=O)=O (6-(2,5-dimethoxyphenyl)-6,7-dihydropyrrolo[3,4-d]pyrimidine-2,4(1H,3H)-dione). Yield: 107.5%. RXN SMILES: C(OCC1C=N[C:9]2[NH:10][C:11](=[O:15])[NH:12][C:13](=[O:14])[C:8]=2[C:7]=1[CH2:18][NH:19][C:20]1[CH:25]=[C:24]([O:26][CH3:27])[CH:23]=[CH:22][C:21]=1[O:28][CH3:29])(=O)C>C1(OC2C=CC=CC=2)C=CC=CC=1.C(O)C.C(OCC)C>[CH3:29][O:28][C:21]1[CH:22]=[CH:23][C:24]([O:26][CH3:27])=[CH:25][C:20]=1[N:19]1[CH2:9][C:8]2[C:13](=[O:14])[NH:12][C:11](=[O:15])[NH:10][C:7]=2[CH2:18]1. Procedure: 6-Acetoxymethyl-5-(2,5-dimethoxyanilino)methylpyrido[2,3-d]-pyrimidine-2,4(1H,3H)-dione (400 mg, 1 mmol) in diphenyl ether is heated at 210° C. for 2 hours under nitrogen. The resulting clear solution is cooled and then is diluted with a 1:1 mixture of ethanol and diethyl ether (100 mL). The yellow precipitate is collected by filtration and is washed with boiling mixture of chloroform and ethanol (1:1 v/v) to give 6-(2,5-dimethoxyphenyl)-6,7-dihydropyrrolo[3,4-d]pyrimidine-2,4(1H,3H)-dione (311 ... The reactants are [N+](=O)([O-])C1=CC=C(CC(C(=O)OC2CC3=CC[C@H]4[C@@H]5CC[C@H]([C@@H](CCCC(C)C)C)[C@]5(CC[C@@H]4[C@]3(CC2)C)C)CC2=CC=C(C=C2)[N+](=O)[O-])C=C1 (Cholest-5-en-3-yl 2-(4-nitrobenzyl)-3-(4-nitrophenyl)-propanoate), [Cl-].[NH4+] (ammonium chloride). Reagents/catalysts: [Zn] (zinc). The solvent is CO.O (methanol water), mixture. Product: NC1=CC=C(CC(C(=O)OC2CC3=CC[C@H]4[C@@H]5CC[C@H]([C@@H](CCCC(C)C)C)[C@]5(CC[C@@H]4[C@]3(CC2)C)C)CC2=CC=C(C=C2)N)C=C1 (Cholest-5-en-3-yl 2-(4-aminobenzyl)-3-(4-aminophenyl)propanoate). Yield: 69.3%. As a reaction SMILES: [N+:1]([C:4]1[CH:51]=[CH:50][C:7]([CH2:8][CH:9]([CH2:40][C:41]2[CH:46]=[CH:45][C:44]([N+:47]([O-])=O)=[CH:43][CH:42]=2)[C:10]([O:12][CH:13]2[CH2:37][CH2:36][C@@:35]3([CH3:38])[C:15](=[CH:16][CH2:17][C@@H:18]4[C@@H:34]3[CH2:33][CH2:32][C@@:31]3([CH3:39])[C@H:19]4[CH2:20][CH2:21][C@@H:22]3[C@H:23]([CH3:30])[CH2:24][CH2:25][CH2:26][CH:27]([CH3:29])[CH3:28])[CH2:14]2)=[O:11])=[CH:6][CH:5]=1)([O-])=O.[Cl-].[NH4+]>[Zn].CO.O>[NH2:1][C:4]1[CH:5]=[CH:6][C:7]([CH2:8][CH:9]([CH2:40][C:41]2[CH:46]=[CH:45][C:44]([NH2:47])=[CH:43][CH:42]=2)[C:10]([O:12][CH:13]2[CH2:37][CH2:36][C@@:35]3([CH3:38])[C:15](=[CH:16][CH2:17][C@@H:18]4[C@@H:34]3[CH2:33][CH2:32][C@@:31]3([CH3:39])[C@H:19]4[CH2:20][CH2:21][C@@H:22]3[C@H:23]([CH3:30])[CH2:24][CH2:25][CH2:26][CH:27]([CH3:29])[CH3:28])[CH2:14]2)=[O:11])=[CH:50][CH:51]=1 |f:1.2,4.5|. Reported procedure: 2.62 g (3.75 mmol) Cholest-5-en-3-yl 2-(4-nitrobenzyl)-3-(4-nitrophenyl)-propanoate and 0.79 g (14.77 mmol) ammonium chloride were suspended in 90 ml of a mixture consisting of methanol:water 9:1. 4.90 g (74.96 mmol) zinc powder was then added in 10 minutes. The reaction mixture was then allowed to react at 45° C. for 6 hours and partitioned between dichloromethane and water; the organic phase was washed repeatedly with water, dried over sodium sulfate, filtered and concentrated by rotary evapor... The reactants are C(C#CC)O (2-butyn-1-ol), [H-].[Na+] (sodium hydride), [Cl-].[NH4+] (ammonium chloride), ClC1=NC=NC(=C1)CC1=CC=CC=C1 (4-chloro-6-benzylpyrimidine). Solvent: O1CCCC1 (tetrahydrofuran), O1CCCC1 (tetrahydrofuran), O1CCCC1 (tetrahydrofuran). Product: C(C#CC)OC1=NC=NC(=C1)CC1=CC=CC=C1 (4-(2-butynyloxy)-6-benzylpyrimidine). Isolated yield 90.2%. RXN SMILES: [H-].[Na+].[CH2:3]([OH:7])[C:4]#[C:5][CH3:6].Cl[C:9]1[CH:14]=[C:13]([CH2:15][C:16]2[CH:21]=[CH:20][CH:19]=[CH:18][CH:17]=2)[N:12]=[CH:11][N:10]=1.[Cl-].[NH4+]>O1CCCC1>[CH2:3]([O:7][C:9]1[CH:14]=[C:13]([CH2:15][C:16]2[CH:17]=[CH:18][CH:19]=[CH:20][CH:21]=2)[N:12]=[CH:11][N:10]=1)[C:4]#[C:5][CH3:6] |f:0.1,4.5|. Procedure details: In 2 ml of tetrahydrofuran was suspended 0.06 g of sodium hydride (60% in oil), to which 0.6 ml of a tetrahydrofuran solution containing 0.08 g of 2-butyn-1-ol was slowly added dropwise with stirring at room temperature. The mixture was stirred at room temperature for 20 minutes, to which 0.6 ml of a tetrahydrofuran solution containing 0.2 g of 4-chloro-6-benzylpyrimidine was slowly added dropwise at room temperature, followed by stirring for 4 hours. The reaction mixture was then poured into a ... Reactants: C(C)OC(=O)C1(CC1)C1=CC=C(C=C1)C1=CC=C(C=C1)C1=C(C(=NO1)C)N (1-[4′-(4-amino-3-methyl-isoxazol-5-yl)-biphenyl-4-yl]-cyclopropanecarboxylic acid ethyl ester), BrC=1C=NC=C(C1)OC (3-bromo-5-methoxy-pyridine). The product is C(C)OC(=O)C1(CC1)C1=CC=C(C=C1)C1=CC=C(C=C1)C1=C(C(=NO1)C)NC=1C=NC=C(C1)OC (1-{4′-[4-(5-Methoxy-pyridin-3-ylamino)-3-methyl-isoxazol-5-yl]-biphenyl-4-yl}-cyclopropanecarboxylic acid ethyl ester). RXN SMILES: [CH2:1]([O:3][C:4]([C:6]1([C:9]2[CH:14]=[CH:13][C:12]([C:15]3[CH:20]=[CH:19][C:18]([C:21]4[O:25][N:24]=[C:23]([CH3:26])[C:22]=4[NH2:27])=[CH:17][CH:16]=3)=[CH:11][CH:10]=2)[CH2:8][CH2:7]1)=[O:5])[CH3:2].Br[C:29]1[CH:30]=[N:31][CH:32]=[C:33]([O:35][CH3:36])[CH:34]=1>>[CH2:1]([O:3][C:4]([C:6]1([C:9]2[CH:10]=[CH:11][C:12]([C:15]3[CH:20]=[CH:19][C:18]([C:21]4[O:25][N:24]=[C:23]([CH3:26])[C:22]=4[NH:27][C:29]4[CH:30]=[N:31][CH:32]=[C:33]([O:35][CH3:36])[CH:34]=4)=[CH:17][CH:16]=3)=[CH:13][CH:14]=2)[CH2:8][CH2:7]1)=[O:5])[CH3:2]. Reported procedure: Prepared according to the procedure described in Example 290, Step 1, using 1-[4′-(4-amino-3-methyl-isoxazol-5-yl)-biphenyl-4-yl]-cyclopropanecarboxylic acid ethyl ester and 3-bromo-5-methoxy-pyridine. Starting materials: [O-2].[Cr+6].[O-2].[O-2] (chromium (VI) oxide), S(O)(O)(=O)=O (sulfuric acid), COC([C@@H]([C@H](C)C1=CC(=C(C=C1)Cl)Cl)OS(=O)(=O)C)=O ((2R,3R)-3-(3,4-Dichloro-phenyl)-2-methanesulfonyloxy-butyric acid methyl ester), ClC=1C=C(C=CC1Cl)[C@H]([C@H](CO)OS(=O)(=O)C)C ((2R,3R)-3-(3,4-dichloro-phenyl)-2-methanesulfonyloxy-butan-1-ol). Solvent: O (water), CC(=O)C (acetone), C(C)(C)O (isopropanol). Run at time 4 hour. The product is CC(=O)C.OS(=O)(=O)O.O=[Cr](=O)=O (Jones reagent). RXN SMILES: CO[C:3](=O)[C@H:4]([O:15]S(C)(=O)=O)[C@@H:5](C1C=CC(Cl)=C(Cl)C=1)C.[O-2:21].[Cr+6:22].[O-2:23].[O-2:24].[S:25](=[O:29])(=[O:28])([OH:27])[OH:26].ClC1C=C([C@@H](C)[C@@H](OS(C)(=O)=O)CO)C=CC=1Cl>CC(C)=O.C(O)(C)C.O>[CH3:3][C:4]([CH3:5])=[O:15].[OH:28][S:25]([OH:29])(=[O:27])=[O:26].[O:21]=[Cr:22](=[O:24])=[O:23] |f:1.2.3.4,10.11.12|. Procedure details: (2R,3R)-3-(3,4-Dichloro-phenyl)-2-methanesulfonyloxy-butyric acid methyl ester. Jones reagent was prepared by mixing chromium (VI) oxide (2.87 g, 28.7 mmol), sulfuric acid (2.44 mL), and water (9.5 mL) for 10 min. The solution was used directly, and was added dropwise to a solution of (2R,3R)-3-(3,4-dichloro-phenyl)-2-methanesulfonyloxy-butan-1-ol (1.50 g, 4.79 mmol) in acetone (100 mL). After 4 h, isopropanol (9 mL) was added and the mixture was concentrated. Water was added, and the aqueous la... Starting materials: [Sn](CCCC)(CCCC)(CCCC)CCCBr (Bu3Sn(CH2)3Br), N(C)C (Me2NH). The product is CN(CCC[Sn](CCCC)(CCCC)CCCC)C ((3-dimethylaminopropyl)tributyltin). Yield: 86.0%. Reaction SMILES: [Sn:1]([CH2:14][CH2:15][CH2:16]Br)([CH2:10][CH2:11][CH2:12][CH3:13])([CH2:6][CH2:7][CH2:8][CH3:9])[CH2:2][CH2:3][CH2:4][CH3:5].[NH:18]([CH3:20])[CH3:19]>>[CH3:19][N:18]([CH3:20])[CH2:16][CH2:15][CH2:14][Sn:1]([CH2:10][CH2:11][CH2:12][CH3:13])([CH2:6][CH2:7][CH2:8][CH3:9])[CH2:2][CH2:3][CH2:4][CH3:5]. Reported procedure: In a reaction vessel provided with a carbon dioxide condenser, a mixture of 6.18 g (0.015 mol) of Bu3Sn(CH2)3Br and 20 ml of Me2NH was refluxed for 7 h. The residue obtained after evaporation of the excess of Me2NH was taken up in 30 ml of diethyl ether and treated for 15 min with 50 ml of a 10% aqueous solution of NaHCO3. Distillation gave 4.95 g (86%) of (3-dimethylaminopropyl)tributyltin.